From a dataset of the Open Reaction Database (ORD), a public repository of structured organic reaction records. describe an organic reaction: reactants, conditions, products, and yield Conditions: time 3 hour. Reported procedure: A mixture of 1.2 g of 2-(2-(4,4-dimethyl-oxazolin-2-yl)-α-bromobenzyl)-4,6-dimethoxy-pyrimidine and 2 g of Na2CO3 in 30 ml of DMSO is heated with stirring at 50°-60° C. for 3 hrs. The mixture is poured into 150 ml of water and extracted with toluene. The toluene extract is washed twice with water (2×50 ml) separated and concentrated. The thus obtained gum is chromatographed with 800 ml of 80/20 hexane/ethyl acetate, 500 ml 70/30 hexane/ethyl acetate, 60/40 ml hexane/ethyl acetate (50 ml fraction... RXN SMILES: [CH3:1][C:2]1([CH3:25])[CH2:6][O:5][C:4]([C:7]2[CH:24]=[CH:23][CH:22]=[CH:21][C:8]=2[CH:9]([C:11]2[N:16]=[C:15]([O:17][CH3:18])[CH:14]=[C:13]([O:19][CH3:20])[N:12]=2)Br)=[N:3]1.C([O-])([O-])=[O:27].[Na+].[Na+].O>CS(C)=O>[CH3:1][C:2]1([CH3:25])[CH2:6][O:5][C:4]([C:7]2[CH:24]=[CH:23][CH:22]=[CH:21][C:8]=2[C:9]([C:11]2[N:16]=[C:15]([O:17][CH3:18])[CH:14]=[C:13]([O:19][CH3:20])[N:12]=2)=[O:27])=[N:3]1 |f:1.2.3|. The solvent is CS(=O)C (DMSO). Product: CC1(N=C(OC1)C1=C(C(=O)C2=NC(=CC(=N2)OC)OC)C=CC=C1)C (2-(2-(4,4-dimethyl-oxazolin-2-yl)-benzoyl)4,6-dimethoxypyrimidine). Starting materials: CC1(N=C(OC1)C1=C(C(Br)C2=NC(=CC(=N2)OC)OC)C=CC=C1)C (2-(2-(4,4-dimethyl-oxazolin-2-yl)-α-bromobenzyl)-4,6-dimethoxy-pyrimidine), C(=O)([O-])[O-].[Na+].[Na+] (Na2CO3), O (water).